describe an organic reaction: reactants, conditions, products, and yield From a dataset of the Open Reaction Database (ORD), a public repository of structured organic reaction records. The reactants are CCOC(=O)c1ccc(OC)c(C=O)c1, CCOP(=O)(Cc1ccc(Cl)cc1)OCC. Yields the product CCOC(=O)c1ccc(OC)c(C=Cc2ccc(Cl)cc2)c1. RXN SMILES: [CH:17](=[O:18])[c:19]1[cH:20][c:21]([C:22](=[O:23])[O:24][CH2:25][CH3:26])[cH:27][cH:28][c:29]1[O:30][CH3:31].[Cl:1][c:2]1[cH:3][cH:4][c:5]([CH2:6][P:7](=[O:8])([O:9][CH2:10][CH3:11])[O:12][CH2:13][CH3:14])[cH:15][cH:16]1>>[Cl:1][c:2]1[cH:3][cH:4][c:5]([CH:6]=[CH:17][c:19]2[cH:20][c:21]([C:22](=[O:23])[O:24][CH2:25][CH3:26])[cH:27][cH:28][c:29]2[O:30][CH3:31])[cH:15][cH:16]1. Reactants: ClC1=NC(=NC(=C1OC1=C(C=CC=C1)OC)Cl)C1=CC=NC=C1 (4,6-dichloro-5-(o-methoxyphenoxy)-2-(4-pyridyl)-pyrimidine), [K+].C(C)(C)C=1C=CC(=NC1)S(=O)(=O)[NH-] (5-isopropyl pyridine-2-sulfonamide potassium salt). Solvent: CN(C)C=O (DMF). Conditions: time 16 hour. Yields the product C(C)(C)C=1C=CC(=NC1)S(=O)(=O)NC1=NC(=NC(=C1OC1=C(C=CC=C1)OC)Cl)C1=CC=NC=C1 (5-isopropyl-N-[6-chloro-5-(o-methoxyphenoxy)-2-(4-pyridyl)-4-pyrimidinyl]-2-pyridine sulfonamide). Isolated yield 97.3%. As a reaction SMILES: Cl[C:2]1[C:7]([O:8][C:9]2[CH:14]=[CH:13][CH:12]=[CH:11][C:10]=2[O:15][CH3:16])=[C:6]([Cl:17])[N:5]=[C:4]([C:18]2[CH:23]=[CH:22][N:21]=[CH:20][CH:19]=2)[N:3]=1.[K+].[CH:25]([C:28]1[CH:29]=[CH:30][C:31]([S:34]([NH-:37])(=[O:36])=[O:35])=[N:32][CH:33]=1)([CH3:27])[CH3:26]>CN(C=O)C>[CH:25]([C:28]1[CH:29]=[CH:30][C:31]([S:34]([NH:37][C:2]2[C:7]([O:8][C:9]3[CH:14]=[CH:13][CH:12]=[CH:11][C:10]=3[O:15][CH3:16])=[C:6]([Cl:17])[N:5]=[C:4]([C:18]3[CH:23]=[CH:22][N:21]=[CH:20][CH:19]=3)[N:3]=2)(=[O:36])=[O:35])=[N:32][CH:33]=1)([CH3:27])[CH3:26] |f:1.2|. Procedure details: 1 g of 4,6-dichloro-5-(o-methoxyphenoxy)-2-(4-pyridyl)-pyrimidine and 1.43 g of 5-isopropyl pyridine-2-sulfonamide potassium salt were suspended in 20 ml of dry DMF. The mixture was stirred under argon at room temperature and became clear within a few h. After 16 h at room temperature, most of the solvent was removed by evaporation under reduced pressure. The residue was taken up in 20 ml water and the pH was adjusted to 4-5 by adding about 1 ml of acetic acid. A precipitate formed. The precipit... Starting materials: N[C@@H]1[C@@H](N([C@@H]([C@H]1CO)C)C(=O)OCC1=CC=CC=C1)C1=CC=CC=C1 ((2S*,3S*,4S*,5R*)-3-amino-1-benzyloxycarbonyl-4-hydroxymethyl-5-methyl-2-phenylpyrrolidine), C(C)(C)C=1C=CC(=C(C=O)C1)OC (5-isopropyl-2-methoxybenzaldehyde), [BH-](OC(=O)C)(OC(=O)C)OC(=O)C.[Na+] (NaBH(OAc)3), [OH-].[Na+] (NaOH), [BH-](OC(=O)C)(OC(=O)C)OC(=O)C.[Na+] (NaBH(OAc)3). Run in C(Cl)Cl (CH2Cl2), C(Cl)Cl (CH2Cl2). The product is C(C1=CC=CC=C1)OC(=O)N1[C@H]([C@H]([C@H]([C@H]1C)CO)NCC1=C(C=CC(=C1)C(C)C)OC)C1=CC=CC=C1 ((2S*,3S*,4R*,5R*)-1-Benzyloxycarbonyl-4-hydroxymethyl-3[N-(5-isopropyl-2-methoxybenzyl)amino]-5-methyl-2-phenylpyrrolidine). Isolated yield 148.9%. Reaction SMILES: [NH2:1][C@H:2]1[C@H:6]([CH2:7][OH:8])[C@@H:5]([CH3:9])[N:4]([C:10]([O:12][CH2:13][C:14]2[CH:19]=[CH:18][CH:17]=[CH:16][CH:15]=2)=[O:11])[C@H:3]1[C:20]1[CH:25]=[CH:24][CH:23]=[CH:22][CH:21]=1.[CH:26]([C:29]1[CH:30]=[CH:31][C:32]([O:37][CH3:38])=[C:33]([CH:36]=1)[CH:34]=O)([CH3:28])[CH3:27].[BH-](OC(C)=O)(OC(C)=O)OC(C)=O.[Na+].[OH-].[Na+]>C(Cl)Cl>[CH2:13]([O:12][C:10]([N:4]1[C@H:5]([CH3:9])[C@H:6]([CH2:7][OH:8])[C@H:2]([NH:1][CH2:34][C:33]2[CH:36]=[C:29]([CH:26]([CH3:28])[CH3:27])[CH:30]=[CH:31][C:32]=2[O:37][CH3:38])[C@@H:3]1[C:20]1[CH:21]=[CH:22][CH:23]=[CH:24][CH:25]=1)=[O:11])[C:14]1[CH:15]=[CH:16][CH:17]=[CH:18][CH:19]=1 |f:2.3,4.5|. Reported procedure: To a stirred solution of (2S*,3S*,4S*,5R*)-3-amino-1-benzyloxycarbonyl-4-hydroxymethyl-5-methyl-2-phenylpyrrolidine (0.61 g, 1.79 mmol) in dry CH2Cl2 (14 ml) was added a solution of 5-isopropyl-2-methoxybenzaldehyde (0.40 g, 2.24 mmol) in dry CH2Cl2 (2 ml) at room temperature. To this was then added NaBH(OAc)3 (0.57 g, 2.69 mmol) portionwise at room temperature. The added NaBH(OAc)3 dissolved gradually with stirring at room temperature. After stirring for 3 hours at room temperature, the reactio... Starting materials: C(Cl)Cl (methylene chloride), [BH-](OC(=O)C)(OC(=O)C)OC(=O)C.[Na+] (NaBH(OAc)3), BrC1=CC=C2C3=C(N(C2=C1)C)CNCC3 (7-Bromo-9-methyl-2,3,4,9-tetrahydro-1H-pyrido[3,4-b]indole), C(Cl)Cl (CH2Cl2). Run in CO (MeOH), C=O (formaldehyde). Reaction conditions: time 1 hour. The product is [Cl-] (chloride), BrC1=CC=C2C3=C(N(C2=C1)C)CN(CC3)C (7-Bromo-2,9-dimethyl-2,3,4,9-tetrahydro-1H-pyrido[3,4-b]indole). The yield is 88.0%. RXN SMILES: [Br:1][C:2]1[CH:10]=[C:9]2[C:5]([C:6]3[CH2:15][CH2:14][NH:13][CH2:12][C:7]=3[N:8]2[CH3:11])=[CH:4][CH:3]=1.[BH-](OC(C)=O)(OC(C)=O)O[C:18](C)=O.[Na+].C(Cl)[Cl:31]>CO.C=O>[Cl-:31].[Br:1][C:2]1[CH:10]=[C:9]2[C:5]([C:6]3[CH2:15][CH2:14][N:13]([CH3:18])[CH2:12][C:7]=3[N:8]2[CH3:11])=[CH:4][CH:3]=1 |f:1.2|. Reported procedure: 7-Bromo-9-methyl-2,3,4,9-tetrahydro-1H-pyrido[3,4-b]indole (1.24 g, 4.68 mmol) was dissolved in a mixture of MeOH (20 mL) and CH2Cl2 (5 mL) and formaldehyde (0.56 mL, 37% aqueous solution) was added. After stirring for 1 h, NaBH(OAc)3 (1.98 g, 9.34 mmol) was added and the mixture stirred for a further 10 minutes. The mixture was diluted with methylene chloride (50 mL), washed with saturated Na2CO3 solution, concentrated and purified by flash column chromatography (40 g ISCO column eluting with m...